Dataset: the Open Reaction Database (ORD), a public repository of structured organic reaction records. Task: describe an organic reaction: reactants, conditions, products, and yield Starting materials: [Br-], CC[Mg+], COc1ccc(Oc2ccnc3cc(OC)c(OC)cc23)c(C=O)c1, [Cl-], [NH4+], C1CCOC1. The product is CCC(O)c1cc(OC)ccc1Oc1ccnc2cc(OC)c(OC)cc12. Reaction SMILES: [Br-:26].[CH2:27]([CH3:28])[Mg+:29].[CH3:1][O:2][c:3]1[cH:4][c:5]2[c:6]([O:15][c:16]3[c:17]([CH:18]=[O:19])[cH:20][c:21]([O:24][CH3:25])[cH:22][cH:23]3)[cH:7][cH:8][n:9][c:10]2[cH:11][c:12]1[O:13][CH3:14].[Cl-:30].[NH4+:31].[O:32]1[CH2:33][CH2:34][CH2:35][CH2:36]1>>[CH3:1][O:2][c:3]1[cH:4][c:5]2[c:6]([O:15][c:16]3[c:17]([CH:18]([OH:19])[CH2:27][CH3:28])[cH:20][c:21]([O:24][CH3:25])[cH:22][cH:23]3)[cH:7][cH:8][n:9][c:10]2[cH:11][c:12]1[O:13][CH3:14].